Task: describe an organic reaction: reactants, conditions, products, and yield. Dataset: the Open Reaction Database (ORD), a public repository of structured organic reaction records Reactants: O=C([O-])[O-], CI, CN(C)C=O, CC1CC(=O)N(c2ccccc2)c2cc(Cl)ccc2N1, [K+], [K+], O. The product is CC1CC(=O)N(c2ccccc2)c2cc(Cl)ccc2N1C. As a reaction SMILES: [C:23](=[O:24])([O-:25])[O-:26].[CH3:21][I:22].[CH3:30][N:31]([CH3:32])[CH:33]=[O:34].[Cl:1][c:2]1[cH:3][cH:4][c:5]2[c:6]([cH:20]1)[N:7]([c:14]1[cH:15][cH:16][cH:17][cH:18][cH:19]1)[C:8](=[O:13])[CH2:9][CH:10]([CH3:12])[NH:11]2.[K+:27].[K+:28].[OH2:29]>>[Cl:1][c:2]1[cH:3][cH:4][c:5]2[c:6]([cH:20]1)[N:7]([c:14]1[cH:15][cH:16][cH:17][cH:18][cH:19]1)[C:8](=[O:13])[CH2:9][CH:10]([CH3:12])[N:11]2[CH3:23]. Reactants: C(#N)C=1C=CC2=C(C(CC(O2)(C)C)C2=[N+](C=CC=C2)[O-])C1 (2-(6-cyano-3,4-dihydro-2,2-dimethyl-2H-1-benzopyran-4-yl)pyridine N-oxide). The solvent is C(C)(=O)OC(C)=O (acetic anhydride). The product is CC1(OC2=C(C(=C1)C1=NC=CC=C1)C=C(C=C2)C#N)C (2,2-dimethyl-4-(2-pyridyl)-2H-1-benzopyran-6-carbonitrile). Isolated yield 69.1%. As a reaction SMILES: [C:1]([C:3]1[CH:4]=[CH:5][C:6]2[O:11][C:10]([CH3:13])([CH3:12])[CH2:9][CH:8]([C:14]3[CH:19]=[CH:18][CH:17]=[CH:16][N+:15]=3[O-])[C:7]=2[CH:21]=1)#[N:2]>C(OC(=O)C)(=O)C>[CH3:12][C:10]1([CH3:13])[CH:9]=[C:8]([C:14]2[CH:19]=[CH:18][CH:17]=[CH:16][N:15]=2)[C:7]2[CH:21]=[C:3]([C:1]#[N:2])[CH:4]=[CH:5][C:6]=2[O:11]1. Procedure details: 280 mg of 2-(6-cyano-3,4-dihydro-2,2-dimethyl-2H-1-benzopyran-4-yl)pyridine N-oxide were heated at 120° C. in 3 ml of acetic anhydride for 24 hours. After cooling the mixture was evaporated and the residue was partitioned between ethyl acetate and aqueous sodium bicarbonate solution. The organic phase was dried over sodium sulphate and evaporated. The residue was recrystallized from cyclohexane to give 181 mg of 2,2-dimethyl-4-(2-pyridyl)-2H-1-benzopyran-6-carbonitrile which was used without fur...